This data is from the Open Reaction Database (ORD), a public repository of structured organic reaction records. The task is: describe an organic reaction: reactants, conditions, products, and yield Reactants: Cl.FC1=C(CC2=CC3=C(C=N2)C(CN3)(C)C)C=CC=C1 (6-(2-fluoro-benzyl)-3,3-dimethyl-2,3-dihydro-1H-pyrrolo[3,2-c]pyridine hydrochloride), [Cl-].ClC1=C(C[Zn+])C=CC=C1 (2-chlorobenzylzinc chloride). Product: Cl.ClC1=C(CC2=CC3=C(C=N2)C(CN3)(C)C)C=CC=C1 (6-(2-Chloro-benzyl)-3,3-dimethyl-2,3-dihydro-1H-pyrrolo[3,2-c]pyridine hydrochloride). Reaction SMILES: [ClH:1].F[C:3]1[CH:20]=[CH:19][CH:18]=[CH:17][C:4]=1[CH2:5][C:6]1[N:11]=[CH:10][C:9]2[C:12]([CH3:16])([CH3:15])[CH2:13][NH:14][C:8]=2[CH:7]=1.[Cl-].[Cl:22]C1C=CC=CC=1C[Zn+]>>[ClH:22].[Cl:1][C:17]1[CH:18]=[CH:19][CH:20]=[CH:3][C:4]=1[CH2:5][C:6]1[N:11]=[CH:10][C:9]2[C:12]([CH3:16])([CH3:15])[CH2:13][NH:14][C:8]=2[CH:7]=1 |f:0.1,2.3,4.5|. Procedure: Prepared in an analogous manner to 6-(2-fluoro-benzyl)-3,3-dimethyl-2,3-dihydro-1H-pyrrolo[3,2-c]pyridine hydrochloride (Preparation 119) using 2-chlorobenzylzinc chloride instead of 2-fluorobenzylzinc chloride. MS: [M+H]+=273. The reactants are BrBr (bromine), O=C1CCCC=2C=CC=NC12 (8-oxo-5,6,7,8-tetrahydroquinoline), solution, Br (hydrobromic acid). The product is Br.BrC1CCC=2C=CC=NC2C1=O (7-bromo-8-oxo-5,6,7,8-tetrahydroquinoline hydrobromide). Procedure details: To a solution of 0.68 g of 8-oxo-5,6,7,8-tetrahydroquinoline in 25 ml of acetic acid, 2.5 ml of a 25% solution of hydrobromic acid in acetic acid was added, followed by the dropwise addition of 0.235 ml of bromine. After stirring at room temperature for 30 minutes, the solvent was evaporated. The resulting residue was washed with diethyl ether, whereby 1.5 g of 7-bromo-8-oxo-5,6,7,8-tetrahydroquinoline hydrobromide was obtained. Run in C(C)(=O)O (acetic acid), C(C)(=O)O (acetic acid). Run at time 30 minute. Reaction SMILES: [O:1]=[C:2]1[C:11]2[N:10]=[CH:9][CH:8]=[CH:7][C:6]=2[CH2:5][CH2:4][CH2:3]1.[BrH:12].BrBr>C(O)(=O)C>[BrH:12].[Br:12][CH:3]1[C:2](=[O:1])[C:11]2[N:10]=[CH:9][CH:8]=[CH:7][C:6]=2[CH2:5][CH2:4]1 |f:4.5|. Reactants: NCCCS(=O)(=O)O (3-aminopropylsulfonic acid), ClC=1C(=NC(=C(C1OC1=CC(=C(C=C1)OC)C(C)C)Cl)NCC(=O)OC)F (3,5-Dichloro-2-fluoro-4-(3-isopropyl-4-methoxyphenoxy)-6-methoxycarbonylmethylaminopyridine). The product is ClC=1C(=NC(=C(C1OC1=CC(=C(C=C1)O)C(C)C)Cl)NCCCS(=O)(=O)O)F (3,5-Dichloro-2-fluoro-4-(3-isopropyl-4-hydroxyphenoxy)-6-(3-hydroxysulfonylpropylamino)pyridine). As a reaction SMILES: [NH2:1][CH2:2][CH2:3][CH2:4][S:5]([OH:8])(=[O:7])=[O:6].[Cl:9][C:10]1[C:11]([F:35])=[N:12][C:13](NCC(OC)=O)=[C:14]([Cl:28])[C:15]=1[O:16][C:17]1[CH:22]=[CH:21][C:20]([O:23]C)=[C:19]([CH:25]([CH3:27])[CH3:26])[CH:18]=1>>[Cl:9][C:10]1[C:11]([F:35])=[N:12][C:13]([NH:1][CH2:2][CH2:3][CH2:4][S:5]([OH:8])(=[O:7])=[O:6])=[C:14]([Cl:28])[C:15]=1[O:16][C:17]1[CH:22]=[CH:21][C:20]([OH:23])=[C:19]([CH:25]([CH3:27])[CH3:26])[CH:18]=1. Procedure details: By use of 3-aminopropylsulfonic acid in place of glycine methyl ester ester for the preparation of Compound 1e followed by deprotection as described for example 2. The reactants are C(C)(C)(C)OC([C@H](CC1=CC=C(C=C1)O)NC(=O)OCC1C2=CC=CC=C2C=2C=CC=CC12)=O ((S)-2-(9H-Fluoren-9-ylmethoxycarbonylamino)-3-(4-hydroxyphenyl)-propionic acid tert-butyl ester), C(=O)(OC(C)(C)C)C(C1=CC(=CC=C1)N)O (BOC-3-aminobenzylalcohol). The product is C(C)(C)(C)OC([C@H](CC1=CC=C(C=C1)OCC1=CC(=CC=C1)NC(=O)OC(C)(C)C)NC(=O)OCC1C2=CC=CC=C2C=2C=CC=CC12)=O ((S)-2-(9H-Fluoren-9-ylmethoxycarbonylamino)-3-[4-(3-tert-butoxycarbonylamino-benzyloxy)-phenyl]-propionic acid tert-butyl ester). The yield is 111.4%. As a reaction SMILES: [C:1]([O:5][C:6](=[O:34])[C@@H:7]([NH:16][C:17]([O:19][CH2:20][CH:21]1[C:33]2[CH:32]=[CH:31][CH:30]=[CH:29][C:28]=2[C:27]2[C:22]1=[CH:23][CH:24]=[CH:25][CH:26]=2)=[O:18])[CH2:8][C:9]1[CH:14]=[CH:13][C:12]([OH:15])=[CH:11][CH:10]=1)([CH3:4])([CH3:3])[CH3:2].C([CH:42](O)[C:43]1[CH:48]=[CH:47][CH:46]=[C:45]([NH2:49])[CH:44]=1)(OC(C)(C)C)=O>>[C:1]([O:5][C:6](=[O:34])[C@@H:7]([NH:16][C:17]([O:19][CH2:20][CH:21]1[C:22]2[CH:23]=[CH:24][CH:25]=[CH:26][C:27]=2[C:28]2[C:33]1=[CH:32][CH:31]=[CH:30][CH:29]=2)=[O:18])[CH2:8][C:9]1[CH:10]=[CH:11][C:12]([O:15][CH2:42][C:43]2[CH:48]=[CH:47][CH:46]=[C:45]([NH:49][C:6]([O:5][C:1]([CH3:4])([CH3:3])[CH3:2])=[O:34])[CH:44]=2)=[CH:13][CH:14]=1)([CH3:4])([CH3:2])[CH3:3]. Procedure details: In a manner similar to that described in Example H, the product from Example G (0.50 g, 1.08 mmol) and BOC-3-aminobenzylalcohol (0.24 g, 1.08 mmol) were converted to the title compound (0.40 g, 60%). The reactants are C(C)(=O)O[C@@H]1O[C@@H]([C@H]([C@@H]([C@H]1N=C=S)OC(C)=O)OC(C)=O)COC(C)=O ((2S,3R,4R,5S,6R)-6-(acetoxymethyl)-3-isothiocyanato-tetrahydro-2H-pyran-2,4,5-triyl triacetate), FCCN (2-fluoroethanamine). Run in CC#N (CH3CN). Conditions: time 3 hour. The product is C(C)(=O)O[C@@H]1O[C@@H]([C@H]([C@@H]([C@H]1NC(=S)NCCF)OC(C)=O)OC(C)=O)COC(C)=O ((2S,3R,4R,5S,6R)-6-(acetoxymethyl)-3-(3-(2-fluoroethyl)thioureido)-tetrahydro-2H-pyran-2,4,5-triyl triacetate). The yield is 56.9%. As a reaction SMILES: [C:1]([O:4][C@H:5]1[C@H:10]([N:11]=[C:12]=[S:13])[C@@H:9]([O:14][C:15](=[O:17])[CH3:16])[C@H:8]([O:18][C:19](=[O:21])[CH3:20])[C@@H:7]([CH2:22][O:23][C:24](=[O:26])[CH3:25])[O:6]1)(=[O:3])[CH3:2].[F:27][CH2:28][CH2:29][NH2:30]>CC#N>[C:1]([O:4][C@H:5]1[C@H:10]([NH:11][C:12]([NH:30][CH2:29][CH2:28][F:27])=[S:13])[C@@H:9]([O:14][C:15](=[O:17])[CH3:16])[C@H:8]([O:18][C:19](=[O:21])[CH3:20])[C@@H:7]([CH2:22][O:23][C:24](=[O:26])[CH3:25])[O:6]1)(=[O:3])[CH3:2]. Reported procedure: To a stirred solution of (2S,3R,4R,5S,6R)-6-(acetoxymethyl)-3-isothiocyanato-tetrahydro-2H-pyran-2,4,5-triyl triacetate (0.54 g, 1.39 mmol) in CH3CN, was added neat 2-fluoroethanamine (0.28 g, 2.79 mmol), dropwise. The reaction was stirred at room temperature until complete by TLC (3 h). The reaction was washed with a minimal amount of saturated aqueous NaHCO3 (15 mL). The aqueous layer was then extracted three times with DCM, and the organic layers were combined, dried with MgSO4, filtered and ... Reactants: CS(=O)(=O)N(CCCl)N(C(=O)OCc1ccccc1[N+](=O)[O-])S(C)(=O)=O, O=[N+]([O-])c1cc(Cl)ccc1CO. Yields the product CS(=O)(=O)N(CCCl)N(C(=O)OCc1ccc(Cl)cc1[N+](=O)[O-])S(C)(=O)=O. Reaction SMILES: [CH3:13][S:14](=[O:15])(=[O:16])[N:17]([N:18]([C:19](=[O:20])[O:21][CH2:22][c:23]1[cH:24][cH:25][cH:26][cH:27][c:28]1[N+:29]([O-:30])=[O:31])[S:32](=[O:33])(=[O:34])[CH3:35])[CH2:36][CH2:37][Cl:38].[Cl:1][c:2]1[cH:3][c:4]([N+:10](=[O:11])[O-:12])[c:5]([CH2:6][OH:7])[cH:8][cH:9]1>>[Cl:1][c:2]1[cH:3][c:4]([N+:10](=[O:11])[O-:12])[c:5]([CH2:6][O:7][C:19]([N:18]([N:17]([S:14]([CH3:13])(=[O:15])=[O:16])[CH2:36][CH2:37][Cl:38])[S:32](=[O:33])(=[O:34])[CH3:35])=[O:20])[cH:8][cH:9]1.